From a dataset of the Open Reaction Database (ORD), a public repository of structured organic reaction records. describe an organic reaction: reactants, conditions, products, and yield Starting materials: FCCBr, Cc1nc(NC(=O)C(C)(C)C)ccc1CO. Product: Cc1nc(NC(=O)C(C)(C)C)ccc1COCCF. Reaction SMILES: [Br:17][CH2:18][CH2:19][F:20].[OH:1][CH2:2][c:3]1[cH:4][cH:5][c:6]([NH:10][C:11]([C:12]([CH3:13])([CH3:14])[CH3:15])=[O:16])[n:7][c:8]1[CH3:9]>>[O:1]([CH2:2][c:3]1[cH:4][cH:5][c:6]([NH:10][C:11]([C:12]([CH3:13])([CH3:14])[CH3:15])=[O:16])[n:7][c:8]1[CH3:9])[CH2:18][CH2:19][F:20].